From a dataset of the Open Reaction Database (ORD), a public repository of structured organic reaction records. describe an organic reaction: reactants, conditions, products, and yield Reactants: [N+](=O)([O-])C1=C2C(C(=O)NC2=O)=CC=C1 (3-nitrophthalimide), [N+](=O)([O-])C1=C2C(C(=O)NC2=O)=CC=C1 (3-nitrophthalimide), [H][H] (hydrogen), [H][H] (hydrogen). The reagents and catalysts are N.O[V](=O)=O (ammonium vanadate), [O-2].[O-2].[Ti+4] (titanium dioxide), [Pd] (palladium). The solvent is O (water). Conditions: temperature 60 celsius, time 17 hour. Yields the product NC1=C2C(C(=O)NC2=O)=CC=C1 (3-aminophthalimide). Isolated yield 74.8%. Reaction SMILES: [N+:1]([C:4]1[CH:14]=[CH:13][CH:12]=[C:6]2[C:7]([NH:9][C:10](=[O:11])[C:5]=12)=[O:8])([O-])=O.[H][H]>N.O[V](=O)=O.[O-2].[O-2].[Ti+4].[Pd].O>[NH2:1][C:4]1[CH:14]=[CH:13][CH:12]=[C:6]2[C:7]([NH:9][C:10](=[O:11])[C:5]=12)=[O:8] |f:2.3,4.5.6|. Reported procedure: 0.001 g of ammonium vanadate and 0.5 g of titanium dioxide extrudate containing 1% by weight of metallic palladium and having a particle size of 3 mm (from Johnson Matthey) are added to a suspension consisting of 50 ml of water and 1.9 g of 3-nitrophthalimide. After displacing the air with nitrogen, the latter is replaced by hydrogen at atmospheric pressure and the suspension is stirred at 60° C. for 17 hours. During this time, 102% of the theoretical amount of hydrogen, based on the 3-nitrophth... Starting materials: O (water), FC=1C=CC(=C(C1)NC1C(CCC2=CC=CC=C12)C)S(=O)(=O)C (N-(5-fluoro-2-(methylsulfonyl)phenyl)-1,2,3,4-tetrahydro-2-methylnaphthalen-1-amine), N1CCNCC1 (piperazine), C(C)(C)N(C(C)C)CC (N,N-diisopropylethylamine). The solvent is CN(C=O)C (N,N-dimethylformamide). Product: CC1C(C2=CC=CC=C2CC1)NC1=C(C=CC(=C1)N1CCNCC1)S(=O)(=O)C (1,2,3,4-Tetrahydro-2-methyl-N-(2-(methylsulfonyl)-5-(piperazin-1-yl)phenyl)naphthalen-1-amine). Isolated yield 92.2%. Reaction SMILES: F[C:2]1[CH:3]=[CH:4][C:5]([S:20]([CH3:23])(=[O:22])=[O:21])=[C:6]([NH:8][CH:9]2[C:18]3[C:13](=[CH:14][CH:15]=[CH:16][CH:17]=3)[CH2:12][CH2:11][CH:10]2[CH3:19])[CH:7]=1.[NH:24]1[CH2:29][CH2:28][NH:27][CH2:26][CH2:25]1.C(N(CC)C(C)C)(C)C.O>CN(C)C=O>[CH3:19][CH:10]1[CH2:11][CH2:12][C:13]2[C:18](=[CH:17][CH:16]=[CH:15][CH:14]=2)[CH:9]1[NH:8][C:6]1[CH:7]=[C:2]([N:24]2[CH2:29][CH2:28][NH:27][CH2:26][CH2:25]2)[CH:3]=[CH:4][C:5]=1[S:20]([CH3:23])(=[O:22])=[O:21]. Procedure details: A solution of N-(5-fluoro-2-(methylsulfonyl)phenyl)-1,2,3,4-tetrahydro-2-methylnaphthalen-1-amine (63.3 mg, 0.19 mmol), piperazine (328 mg, 3.79 mmol) and N,N-diisopropylethylamine (0.34 mL, 1.99 mmol) in N,N-dimethylformamide (3 mL) was stirred at 110° C. for 16 h. The reaction mixture was cooled down, poured over 10 mL of water and extracted with diethyl ether. After evaporation of solvent the crude product was purified by silica chromatography (10% methanol in dichloromethane) to yield 70 mg ... Reactants: CC1=CC=C(C=C1)S(=O)(=O)O.CO[C@@H]1CNCC1 ((3S)-3-methoxypyrrolidine 4-methylbenzenesulfonate), BrC1=CC=C(C=C1)C=1OC(=C(N1)CCOS(=O)(=O)C)C (Methanesulfonic acid 2-[2-(4-bromo-phenyl)-5-methyl-oxazol-4-yl]-ethyl ester), [I-].[K+] (potassium iodide), BrC1=CC=C(C=C1)C=1OC(=C(N1)CCOS(=O)(=O)C)C (Methanesulfonic acid 2-[2-(4-bromo-phenyl)-5-methyl-oxazol-4-yl]-ethyl ester), C([O-])([O-])=O.[K+].[K+] (potassium carbonate), CC1=CC=C(C=C1)S(=O)(=O)O.CO[C@@H]1CNCC1 ((3S)-3-methoxypyrrolidine 4-methylbenzenesulfonate). Run in C(C)#N (acetonitrile). Product: BrC1=CC=C(C=C1)C=1OC(=C(N1)CCN1C[C@H](CC1)OC)C (2-(4-Bromophenyl)-4-{2-[(3S)-3-methoxypyrrolidin-1-yl]ethyl}-5-methyl-1,3-oxazole). Isolated yield 62.2%. Reaction SMILES: [Br:1][C:2]1[CH:7]=[CH:6][C:5]([C:8]2[O:9][C:10]([CH3:20])=[C:11]([CH2:13][CH2:14]OS(C)(=O)=O)[N:12]=2)=[CH:4][CH:3]=1.C(=O)([O-])[O-].[K+].[K+].[I-].[K+].CC1C=CC(S(O)(=O)=O)=CC=1.[CH3:40][O:41][C@H:42]1[CH2:46][CH2:45][NH:44][CH2:43]1>C(#N)C>[Br:1][C:2]1[CH:7]=[CH:6][C:5]([C:8]2[O:9][C:10]([CH3:20])=[C:11]([CH2:13][CH2:14][N:44]3[CH2:45][CH2:46][C@H:42]([O:41][CH3:40])[CH2:43]3)[N:12]=2)=[CH:4][CH:3]=1 |f:1.2.3,4.5,6.7|. Reported procedure: Prepare using the method of Example 102 with 2-[2-(4-bromophenyl)-5-methyl-1,3-oxazol-4-yl]ethyl methanesulfonate (See Intermediate 13) (0.16 g, 0.44 mmole), anhydrous acetonitrile (2 mL), potassium carbonate (0.21 g, 1.54 mmol), potassium iodide (0.007 g, 0.04 mmol) and (3S)-3-methoxypyrrolidine 4-methylbenzenesulfonate (salt) (See Intermediate 61) (0.22 g, 0.79 mmol) to give the title compound as a pale orange oil (0.10 g): MS (m/e) (79Br/81Br): 371, 373(M+1) Reactants: CC(NC1CCOCC1)c1cc(N(COCC[Si](C)(C)C)COCC[Si](C)(C)C)n2ncc(-c3cnc4ccc(F)cc4c3)c2n1, O=C(O)C(F)(F)F, O. Yields the product CC(NC1CCOCC1)c1cc(N)n2ncc(-c3cnc4ccc(F)cc4c3)c2n1. As a reaction SMILES: [F:1][c:2]1[cH:3][c:4]2[cH:5][c:6](-[c:12]3[cH:13][n:14][n:15]4[c:16]3[n:17][c:18]([CH:38]([CH3:39])[NH:40][CH:41]3[CH2:42][CH2:43][O:44][CH2:45][CH2:46]3)[cH:19][c:20]4[N:21]([CH2:22][O:23][CH2:24][CH2:25][Si:26]([CH3:27])([CH3:28])[CH3:29])[CH2:30][O:31][CH2:32][CH2:33][Si:34]([CH3:35])([CH3:36])[CH3:37])[cH:7][n:8][c:9]2[cH:10][cH:11]1.[F:48][C:49]([F:50])([F:51])[C:52]([OH:53])=[O:54].[OH2:47]>>[F:1][c:2]1[cH:3][c:4]2[cH:5][c:6](-[c:12]3[cH:13][n:14][n:15]4[c:16]3[n:17][c:18]([CH:38]([CH3:39])[NH:40][CH:41]3[CH2:42][CH2:43][O:44][CH2:45][CH2:46]3)[cH:19][c:20]4[NH2:21])[cH:7][n:8][c:9]2[cH:10][cH:11]1. RXN SMILES: C(=O)([O-])[O-].[K+].[K+].Cl.Cl.[CH2:9]([N:12]1[CH2:17][CH2:16][NH:15][CH2:14][CH2:13]1)[CH2:10][CH3:11].[CH2:18]([O:25][C:26]1[CH:50]=[CH:49][C:48]([O:51][CH2:52][CH2:53]Br)=[CH:47][C:27]=1[C:28]([NH:30][C:31]1[CH:40]=[C:39]([C:41]2[CH:46]=[CH:45][CH:44]=[CH:43][CH:42]=2)[CH:38]=[CH:37][C:32]=1[C:33]([O:35][CH3:36])=[O:34])=[O:29])[C:19]1[CH:24]=[CH:23][CH:22]=[CH:21][CH:20]=1>CC(C)=O>[CH2:18]([O:25][C:26]1[CH:50]=[CH:49][C:48]([O:51][CH2:52][CH2:53][N:15]2[CH2:16][CH2:17][N:12]([CH2:9][CH2:10][CH3:11])[CH2:13][CH2:14]2)=[CH:47][C:27]=1[C:28]([NH:30][C:31]1[CH:40]=[C:39]([C:41]2[CH:42]=[CH:43][CH:44]=[CH:45][CH:46]=2)[CH:38]=[CH:37][C:32]=1[C:33]([O:35][CH3:36])=[O:34])=[O:29])[C:19]1[CH:20]=[CH:21][CH:22]=[CH:23][CH:24]=1 |f:0.1.2,3.4.5|. Reactants: C([O-])([O-])=O.[K+].[K+] (Potassium carbonate), Cl.Cl.C(CC)N1CCNCC1 (1-propylpiperazine dihydrochloride), C(C1=CC=CC=C1)OC1=C(C(=O)NC2=C(C(=O)OC)C=CC(=C2)C2=CC=CC=C2)C=C(C=C1)OCCBr (methyl 2-(2-(benzyloxy)-5-(2-bromoethoxy)benzamido)-4-phenylbenzoate). Solvent: CC(=O)C (acetone). Isolated yield 93.4%. Reported procedure: Potassium carbonate (0.14 g) and 1-propylpiperazine dihydrochloride (0.12 g) were added to an acetone (1.6 mL) solution of methyl 2-(2-(benzyloxy)-5-(2-bromoethoxy)benzamido)-4-phenylbenzoate (0.080 g), followed by heating to reflux for 4 hours. After cooling the reaction mixture to room temperature, the solvent was evaporated under reduced pressure, and a saturated aqueous solution of sodium bicarbonate and chloroform were added to the residue. The organic layer was separated and dried over anh... The product is C(C1=CC=CC=C1)OC1=C(C(=O)NC2=C(C(=O)OC)C=CC(=C2)C2=CC=CC=C2)C=C(C=C1)OCCN1CCN(CC1)CCC (methyl 2-(2-(benzyloxy)-5-(2-(4-propylpiperazin-1-yl)ethoxy)benzamido)-4-phenylbenzoate). Reactants: Brc1cccc(Br)n1, [Li]CCCC, Cc1ccccc1, CN(C)C=O, O, O=C(O)CC(O)(CC(=O)O)C(=O)O. Yields the product O=Cc1cccc(Br)n1. RXN SMILES: [Br:6][c:7]1[n:8][c:9]([Br:13])[cH:10][cH:11][cH:12]1.[CH3:1][CH2:2][CH2:3][CH2:4][Li:5].[CH3:32][c:33]1[cH:34][cH:35][cH:36][cH:37][cH:38]1.[O:14]=[CH:15][N:16]([CH3:17])[CH3:18].[OH2:39].[OH:19][C:20]([CH2:21][C:22]([C:23](=[O:24])[OH:25])([CH2:26][C:27](=[O:28])[OH:29])[OH:30])=[O:31]>>[c:7]1([CH:15]=[O:14])[n:8][c:9]([Br:13])[cH:10][cH:11][cH:12]1. The reactants are BrCC1=C(C(N=C(N1)C=1SC=CN1)C1=C(C=C(C=C1)F)Cl)C(=O)OCC (Ethyl 6-(bromomethyl)-4-(2-chloro-4-fluorophenyl)-2-(thiazol-2-yl)-1,4-dihydropyrimidine-5-carboxylate), N1CC(OCC1)CCC(=O)O (3-(morpholin-2-yl)propanoic acid). The product is ClC1=C(C=CC(=C1)F)C1C(=C(NC(=N1)C=1SC=CN1)CN1CC(OCC1)CCC(=O)O)C(=O)OCC (3-(4-((6-(2-chloro-4-fluorophenyl)-5-(ethoxycarbonyl)-2-(thiazol-2-yl)-3,6-dihydropyrimidin-4-yl)methyl)morpholin-2-yl)propanoic acid). Isolated yield 59.9%. RXN SMILES: Br[CH2:2][C:3]1[NH:8][C:7]([C:9]2[S:10][CH:11]=[CH:12][N:13]=2)=[N:6][CH:5]([C:14]2[CH:19]=[CH:18][C:17]([F:20])=[CH:16][C:15]=2[Cl:21])[C:4]=1[C:22]([O:24][CH2:25][CH3:26])=[O:23].[NH:27]1[CH2:32][CH2:31][O:30][CH:29]([CH2:33][CH2:34][C:35]([OH:37])=[O:36])[CH2:28]1>>[Cl:21][C:15]1[CH:16]=[C:17]([F:20])[CH:18]=[CH:19][C:14]=1[CH:5]1[N:6]=[C:7]([C:9]2[S:10][CH:11]=[CH:12][N:13]=2)[NH:8][C:3]([CH2:2][N:27]2[CH2:32][CH2:31][O:30][CH:29]([CH2:33][CH2:34][C:35]([OH:37])=[O:36])[CH2:28]2)=[C:4]1[C:22]([O:24][CH2:25][CH3:26])=[O:23]. Reported procedure: Ethyl 6-(bromomethyl)-4-(2-chloro-4-fluorophenyl)-2-(thiazol-2-yl)-1,4-dihydropyrimidine-5-carboxylate (0.64 g, 1.4 mmol) was reacted with 3-(morpholin-2-yl)propanoic acid (0.22 g, 1.4 mmol) according to the procedure as described in Example 28 to give the title compound as a yellow solid (0.45 g, 60%). The compound was characterized by the following spectroscopic data: Reactants: COC(C1=CC(C(=O)N(CCC)C)=CC(=C1)OC(F)F)=O (5-difluoromethoxy-N-methyl-N-propyl-isophthalamic acid methyl ester), [OH-].[Na+] (NaOH), Cl (HCl). Run in CO (methanol). Run at time 8 hour. Product: FC(OC=1C=C(C=C(C(=O)O)C1)C(=O)N(CCC)C)F (5-Difluoromethoxy-N-methyl-N-propyl-isophthalamic acid). As a reaction SMILES: C[O:2][C:3](=[O:21])[C:4]1[CH:16]=[C:15]([O:17][CH:18]([F:20])[F:19])[CH:14]=[C:6]([C:7]([N:9]([CH3:13])[CH2:10][CH2:11][CH3:12])=[O:8])[CH:5]=1.[OH-].[Na+].Cl>CO>[F:19][CH:18]([F:20])[O:17][C:15]1[CH:14]=[C:6]([C:7]([N:9]([CH3:13])[CH2:10][CH2:11][CH3:12])=[O:8])[CH:5]=[C:4]([CH:16]=1)[C:3]([OH:21])=[O:2] |f:1.2|. Procedure details: Treat a solution of 5-difluoromethoxy-N-methyl-N-propyl-isophthalamic acid methyl ester (1.6 g, 5.3 mmol) in methanol (30 mL) with 2 N NaOH (4 mL, 8.0 mmol). Stir at room temperature overnight and acidify to about pH=4 using 1 N HCl. Extract with ethyl acetate (150 mL), wash the organic layer with saturated aqueous sodium chloride, dry (magnesium sulfate) and concentrate to give the title compound which is used in the next step without further purification.